This data is from the Open Reaction Database (ORD), a public repository of structured organic reaction records. The task is: describe an organic reaction: reactants, conditions, products, and yield The reactants are CS(=O)C (dimethyl sulfoxide), C([O-])([O-])=O.[K+].[K+] (potassium carbonate), [I-].[K+] (potassium iodide), 3.3, C(C)(CC)Br (sec. butyl bromide), OC1=CC=C2C(CC(OC2=C1O)(C)C)=O (7.8-dihydroxy-2,2-dimethyl-4-chromanone), ice. The solvent is COCCOCCOC (diethylene glycol dimethylether). Run at temperature 100 celsius, time 2 hour. Product: C(C)(CC)OC1=CC=C2C(CC(OC2=C1O)(C)C)=O (7-sec.-butoxy-8-hydroxy-2,2-dimethyl-4-chromanone). Yield: 83.0%. RXN SMILES: CS(C)=O.C(=O)([O-])[O-].[K+].[K+].[I-].[K+].[CH:13](Br)([CH2:15][CH3:16])[CH3:14].[OH:18][C:19]1[C:28]([OH:29])=[C:27]2[C:22]([C:23](=[O:32])[CH2:24][C:25]([CH3:31])([CH3:30])[O:26]2)=[CH:21][CH:20]=1>COCCOCCOC>[CH:13]([O:18][C:19]1[C:28]([OH:29])=[C:27]2[C:22]([C:23](=[O:32])[CH2:24][C:25]([CH3:30])([CH3:31])[O:26]2)=[CH:21][CH:20]=1)([CH2:15][CH3:16])[CH3:14] |f:1.2.3,4.5|. Reported procedure: In 80 ml of dimethyl sulfoxide 4.2 g (20 millimoles) of 7.8-dihydroxy-2,2-dimethyl-4-chromanone are dissolved, whereupon 10 ml of diethylene glycol dimethylether, 4.1 g (30 millimoles) of potassium carbonate, 0.5 g of potassium iodide and 3.3 (2.6 ml, 24 millimoles) of sec. butyl bromide are added. The reaction mixture is heated at 100° C. for 10 hours, poured onto 200 ml of crushed ice and extracted with 100 ml of carbon tetrachloride. To the aqueous phase 20 ml of 10% sodium hydroxide solution... The reactants are O (water), CC=1SC=CC1C1=CC=CC=C1 (2-methyl-3-phenylthiophene), CC(CC(=O)Cl)C (3-methylbutanoyl chloride), solution, Cl[Sn](Cl)(Cl)Cl (SnCl4), ClCCl (dichloromethane), ClCCl (dichloromethane). Reaction conditions: time 6 hour. Yields the product CC(CC(=O)C=1SC=C(C1)C1=CC=CC(=C1)C)C (3-methyl-1-(5-methyl-4-phenyl-(2-thienyl))butan-1-one). As a reaction SMILES: C[C:2]1[S:3][CH:4]=[CH:5][C:6]=1[C:7]1[CH:12]=[CH:11][CH:10]=[CH:9][CH:8]=1.[CH3:13][CH:14]([CH3:19])[CH2:15][C:16](Cl)=[O:17].Cl[Sn](Cl)(Cl)Cl.O.Cl[CH2:27]Cl>>[CH3:13][CH:14]([CH3:19])[CH2:15][C:16]([C:4]1[S:3][CH:2]=[C:6]([C:7]2[CH:8]=[C:9]([CH3:27])[CH:10]=[CH:11][CH:12]=2)[CH:5]=1)=[O:17]. Procedure details: A solution of 2-methyl-3-phenylthiophene (102.8 g, 0.590 mol) and 3-methylbutanoyl chloride (72.3 g, 0.600 mol) in 60 mL of dichloromethane was added dropwise to a 1 M solution of SnCl4 in dichloromethane (640 mL, 0.640 mol) at 0° C. The solution was stirred for 6 h at room temperature then poured slowly into water (500 mL). The organic fraction was separated, washed with a saturated aqueous solution of NaHCO3, brine solution, and dried (MgSO4). Solvents were removed on a rotoevaporator and the ... Reactants: N#Cc1ccc2c(c1)CC(=O)N2, ClCCl, CO, [Cl-], COc1cc2c(Cl)ncnc2cc1OCCn1ccnc1, Cl, [H-], [NH4+], [Na+], CN(C)C=O. Yields the product COc1cc2c(C3C(=O)Nc4ccc(C#N)cc43)ncnc2cc1OCCn1ccnc1, Cl. Reaction SMILES: [C:1](#[N:2])[c:3]1[cH:4][c:5]2[c:9]([cH:10][cH:11]1)[NH:8][C:7](=[O:12])[CH2:6]2.[CH2:44]([Cl:45])[Cl:46].[CH3:47][OH:48].[Cl-:36].[Cl:15][c:16]1[n:17][cH:18][n:19][c:20]2[cH:21][c:22]([O:28][CH2:29][CH2:30][n:31]3[cH:32][n:33][cH:34][cH:35]3)[c:23]([O:26][CH3:27])[cH:24][c:25]12.[ClH:38].[H-:13].[NH4+:37].[Na+:14].[O:39]=[CH:40][N:41]([CH3:42])[CH3:43]>>[C:1](#[N:2])[c:3]1[cH:4][c:5]2[c:9]([cH:10][cH:11]1)[NH:8][C:7](=[O:12])[CH:6]2[c:16]1[n:17][cH:18][n:19][c:20]2[cH:21][c:22]([O:28][CH2:29][CH2:30][n:31]3[cH:32][n:33][cH:34][cH:35]3)[c:23]([O:26][CH3:27])[cH:24][c:25]12.[ClH:15]. Starting materials: [H-].[Na+] (NaH), C(C)(C)(C)NC1=CC(=NC=C1CNC1=CC(=C(C=C1)F)[N+](=O)[O-])Cl (N-tert-butyl-2-chloro-5-((4-fluoro-3-nitrophenylamino)methyl)pyridin-4-amine), ClC(Cl)(OC(OC(Cl)(Cl)Cl)=O)Cl (triphosgene). Solvent: O1CCOCC1 (dioxane), O1CCOCC1 (dioxane). Reaction conditions: time 10 minute. Product: C(C)(C)(C)N1C(N(CC2=C1C=C(N=C2)Cl)C2=CC(=C(C=C2)F)[N+](=O)[O-])=O (1-tert-butyl-7-chloro-3-(4-fluoro-3-nitrophenyl)-3,4-dihydropyrido[4,3-d]pyrimidin-2(1H)-one). The yield is 75.7%. Reaction SMILES: [H-].[Na+].[C:3]([NH:7][C:8]1[C:13]([CH2:14][NH:15][C:16]2[CH:21]=[CH:20][C:19]([F:22])=[C:18]([N+:23]([O-:25])=[O:24])[CH:17]=2)=[CH:12][N:11]=[C:10]([Cl:26])[CH:9]=1)([CH3:6])([CH3:5])[CH3:4].Cl[C:28](Cl)([O:30]C(=O)OC(Cl)(Cl)Cl)Cl>O1CCOCC1>[C:3]([N:7]1[C:8]2[CH:9]=[C:10]([Cl:26])[N:11]=[CH:12][C:13]=2[CH2:14][N:15]([C:16]2[CH:21]=[CH:20][C:19]([F:22])=[C:18]([N+:23]([O-:25])=[O:24])[CH:17]=2)[C:28]1=[O:30])([CH3:6])([CH3:4])[CH3:5] |f:0.1|. Procedure details: NaH (1.5 g, 36.6 mmol) was added portion wise to a solution of N-tert-butyl-2-chloro-5-((4-fluoro-3-nitrophenylamino)methyl)pyridin-4-amine (4.3 g, 12.2 mmol) in anhydrous dioxane (400 mL) at 0° C. and the resulting mixture was stirred at RT for 10 min. A solution of triphosgene (3.6 g, 12.2 mmol) in dioxane (30 mL) was added to the above mixture at 0° C. After the addition, the mixture was heated at 100° C. for 10 h. The cooled reaction was quenched with water and the pH was adjusted to pH>7 wi... Reactants: CN1N=NC=C1 (1-methyl-1H-1,2,3-triazole), [Li]CCCC (n-BuLi), ClC1=C(C(=NC2=CC=C(C=C12)C(=O)C=1C(=NOC1C)C)OC)CC1=CC=C(C=C1)C(F)(F)F ((4-chloro-2-methoxy-3-(4-(trifluoromethyl)benzyl)quinolin-6-yl)(3,5-dimethylisoxazol-4-yl)methanone), ClC1=C(C(=NC2=CC=C(C=C12)C(=O)C=1C(=NOC1C)C)OC)CC1=CC=C(C=C1)C(F)(F)F ((4-chloro-2-methoxy-3-(4-(trifluoromethyl)benzyl)quinolin-6-yl)(3,5-dimethylisoxazol-4-yl)methanone). Run in hexanes, C1CCOC1 (THF), C1CCOC1 (THF). Conditions: temperature -43 celsius, time 20 minute. Product: ClC1=C(C(=NC2=CC=C(C=C12)C(O)(C1=CN=NN1C)C=1C(=NOC1C)C)OC)CC1=CC=C(C=C1)C(F)(F)F ((4-Chloro-2-methoxy-3-(4-(trifluoromethyl)benzyl)quinolin-6-yl)(3,5-dimethylisoxazol-4-yl)(1-methyl-1H-1,2,3-triazol-5-yl)methanol). RXN SMILES: [CH3:1][N:2]1[CH:6]=[CH:5][N:4]=[N:3]1.[Li]CCCC.[Cl:12][C:13]1[C:22]2[C:17](=[CH:18][CH:19]=[C:20]([C:23]([C:25]3[C:26]([CH3:31])=[N:27][O:28][C:29]=3[CH3:30])=[O:24])[CH:21]=2)[N:16]=[C:15]([O:32][CH3:33])[C:14]=1[CH2:34][C:35]1[CH:40]=[CH:39][C:38]([C:41]([F:44])([F:43])[F:42])=[CH:37][CH:36]=1>C1COCC1>[Cl:12][C:13]1[C:22]2[C:17](=[CH:18][CH:19]=[C:20]([C:23]([C:25]3[C:26]([CH3:31])=[N:27][O:28][C:29]=3[CH3:30])([C:6]3[N:2]([CH3:1])[N:3]=[N:4][CH:5]=3)[OH:24])[CH:21]=2)[N:16]=[C:15]([O:32][CH3:33])[C:14]=1[CH2:34][C:35]1[CH:36]=[CH:37][C:38]([C:41]([F:43])([F:42])[F:44])=[CH:39][CH:40]=1. Procedure details: To a flask containing 1-methyl-1H-1,2,3-triazole (200 mg, 2.41 mmol) was added THF (17 mL) and the solution was cooled to −43° C. using a CH3CN—CO2 bath. n-BuLi, (2.5 M in hexanes, 0.88 mL, 2.19 mmol) was then added dropwise to provide a white suspension. The suspension was stirred at −40° C. for 20 minutes, then a homogeneous solution of (4-chloro-2-methoxy-3-(4-(trifluoromethyl)benzyl)quinolin-6-yl)(3,5-dimethylisoxazol-4-yl)methanone (500 mg, 1.05 mmol, Intermediate 63: step b) in 2 mL THF wa...